This data is from the Open Reaction Database (ORD), a public repository of structured organic reaction records. The task is: describe an organic reaction: reactants, conditions, products, and yield The reactants are COC(=O)c1ccc(-c2cc(Cl)c(CC3CCN(C4CCN(C(=O)OC(C)(C)C)CC4)C3=O)c(Cl)c2)cc1, C1CCOC1, [Li+], [OH-]. The product is CC(C)(C)OC(=O)N1CCC(N2CCC(Cc3c(Cl)cc(-c4ccc(C(=O)O)cc4)cc3Cl)C2=O)CC1. RXN SMILES: [C:1]([CH3:2])([CH3:3])([CH3:4])[O:5][C:6](=[O:7])[N:8]1[CH2:9][CH2:10][CH:11]([N:14]2[C:15](=[O:38])[CH:16]([CH2:19][c:20]3[c:21]([Cl:37])[cH:22][c:23](-[c:27]4[cH:28][cH:29][c:30]([C:33](=[O:34])[O:35][CH3:36])[cH:31][cH:32]4)[cH:24][c:25]3[Cl:26])[CH2:17][CH2:18]2)[CH2:12][CH2:13]1.[CH2:41]1[O:42][CH2:43][CH2:44][CH2:45]1.[Li+:40].[OH-:39]>>[C:1]([CH3:2])([CH3:3])([CH3:4])[O:5][C:6](=[O:7])[N:8]1[CH2:9][CH2:10][CH:11]([N:14]2[C:15](=[O:38])[CH:16]([CH2:19][c:20]3[c:21]([Cl:37])[cH:22][c:23](-[c:27]4[cH:28][cH:29][c:30]([C:33](=[O:34])[OH:35])[cH:31][cH:32]4)[cH:24][c:25]3[Cl:26])[CH2:17][CH2:18]2)[CH2:12][CH2:13]1. Reaction SMILES: [Cl:25][c:26]1[cH:27][c:28]([N+:32](=[O:33])[O-:34])[cH:29][cH:30][cH:31]1.[NH2:1][c:2]1[cH:3][cH:4][cH:5][c:6]2[c:15]1[C:14](=[O:16])[c:13]1[c:8]([c:9]([S:17][c:18]3[cH:19][cH:20][cH:21][cH:22][cH:23]3)[cH:10][cH:11][cH:12]1)[C:7]2=[O:24].[Na+:35].[Na+:36].[O-:37][C:38](=[O:39])[O-:40].[O-:41][N+:42]([c:43]1[cH:44][cH:45][cH:46][cH:47][cH:48]1)=[O:49]>>[NH:1]([c:2]1[cH:3][cH:4][cH:5][c:6]2[c:15]1[C:14](=[O:16])[c:13]1[c:8]([c:9]([S:17][c:18]3[cH:19][cH:20][cH:21][cH:22][cH:23]3)[cH:10][cH:11][cH:12]1)[C:7]2=[O:24])[c:26]1[cH:27][c:28]([N+:32](=[O:33])[O-:34])[cH:29][cH:30][cH:31]1. Yields the product O=C1c2cccc(Sc3ccccc3)c2C(=O)c2cccc(Nc3cccc([N+](=O)[O-])c3)c21. The reactants are O=[N+]([O-])c1cccc(Cl)c1, Nc1cccc2c1C(=O)c1cccc(Sc3ccccc3)c1C2=O, [Na+], [Na+], O=C([O-])[O-], O=[N+]([O-])c1ccccc1. Starting materials: ClC1=CC=C(C=C1)CC(=O)NNC1=CC=C(N=N1)C1=CC=C(C=C1)NS(=O)(=O)C (N-(4-(6-(2-(2-(4-chlorophenyl)acetyl)hydrazinyl)pyridazin-3-yl)phenyl)methanesulfonamide), C1(=CC=CC=C1)P(C1=CC=CC=C1)C1=CC=CC=C1 (triphenylphosphine), N(=[N+]=[N-])[Si](C)(C)C (azidotrimethylsilane), N(=NC(=O)OCC)C(=O)OCC (diethyl azodicarboxylate). The solvent is C1CCOC1 (THF), ClCCl (dichloromethane). Run at time 22 hour. The product is ClC1=CC=C(CC2=NN=C3N2N=C(C=C3)C3=CC=C(C=C3)NS(=O)(=O)C)C=C1 (N-(4-(3-(4-chlorobenzyl)-[1,2,4]triazolo[4,3-b]pyridazin-6-yl)phenyl)methanesulfonamide). Reaction SMILES: [Cl:1][C:2]1[CH:7]=[CH:6][C:5]([CH2:8][C:9]([NH:11][NH:12][C:13]2[N:18]=[N:17][C:16]([C:19]3[CH:24]=[CH:23][C:22]([NH:25][S:26]([CH3:29])(=[O:28])=[O:27])=[CH:21][CH:20]=3)=[CH:15][CH:14]=2)=O)=[CH:4][CH:3]=1.C1(P(C2C=CC=CC=2)C2C=CC=CC=2)C=CC=CC=1.N([Si](C)(C)C)=[N+]=[N-].N(C(OCC)=O)=NC(OCC)=O>ClCCl.C1COCC1>[Cl:1][C:2]1[CH:7]=[CH:6][C:5]([CH2:8][C:9]2[N:18]3[N:17]=[C:16]([C:19]4[CH:24]=[CH:23][C:22]([NH:25][S:26]([CH3:29])(=[O:28])=[O:27])=[CH:21][CH:20]=4)[CH:15]=[CH:14][C:13]3=[N:12][N:11]=2)=[CH:4][CH:3]=1. Procedure details: To a round bottom flask was added N-(4-(6-(2-(2-(4-chlorophenyl)acetyl)hydrazinyl)pyridazin-3-yl)phenyl)methanesulfonamide (0.928 mmole), triphenylphosphine (3.25 mmole), azidotrimethylsilane (3.25 mmole), diethyl azodicarboxylate (4.18 mmole), and THF (13 mL). The resulting mixture was stirred at room temperature for 22 hours. The reaction mixture was diluted with dichloromethane and washed with saturated NaHCO3 and brine. The organic extract was dried over Na2SO4 and evaporated in vacuo. The c... Reactants: IC=1C=CC=2N(C1)C=CN2 (6-iodo-imidazo[1,2-a]pyridine), N1=C(C=CC=C1)C=1C(=C2N(N1)CCC2)B(O)O (2-(pyridin-2-yl)-5,6-dihydro-4H-pyrrolo[1,2-b]pyrazole-3-boronic acid), C([O-])(O)=O.[Na+] (sodium bicarbonate), C(C)#N (acetonitrile). The reagents and catalysts are C=1C=CC(=CC1)[P](C=2C=CC=CC2)(C=3C=CC=CC3)[Pd]([P](C=4C=CC=CC4)(C=5C=CC=CC5)C=6C=CC=CC6)([P](C=7C=CC=CC7)(C=8C=CC=CC8)C=9C=CC=CC9)[P](C=1C=CC=CC1)(C=1C=CC=CC1)C=1C=CC=CC1 (tetrakis(triphenylphosphine)palladium(0)). Run in O (water). Product: N1=C(C=CC=C1)C=1C(=C2N(N1)CCC2)C=2C=CC=1N(C2)C=CN1 (2-(Pyridin-2-yl)-3-(imidazo[1,2-a]pyridin-6-yl)-5,6-dihydro-4H-pyrrolo[1,2-b]pyrazole). Isolated yield 71.9%. RXN SMILES: I[C:2]1[CH:3]=[CH:4][C:5]2[N:6]([CH:8]=[CH:9][N:10]=2)[CH:7]=1.[N:11]1[CH:16]=[CH:15][CH:14]=[CH:13][C:12]=1[C:17]1[C:18](B(O)O)=[C:19]2[CH2:24][CH2:23][CH2:22][N:20]2[N:21]=1.C(=O)(O)[O-].[Na+].C(#N)C>C1C=CC([P]([Pd]([P](C2C=CC=CC=2)(C2C=CC=CC=2)C2C=CC=CC=2)([P](C2C=CC=CC=2)(C2C=CC=CC=2)C2C=CC=CC=2)[P](C2C=CC=CC=2)(C2C=CC=CC=2)C2C=CC=CC=2)(C2C=CC=CC=2)C2C=CC=CC=2)=CC=1.O>[N:11]1[CH:16]=[CH:15][CH:14]=[CH:13][C:12]=1[C:17]1[C:18]([C:2]2[CH:3]=[CH:4][C:5]3[N:6]([CH:8]=[CH:9][N:10]=3)[CH:7]=2)=[C:19]2[CH2:24][CH2:23][CH2:22][N:20]2[N:21]=1 |f:2.3,^1:39,41,60,79|. Procedure: Add tetrakis(triphenylphosphine)palladium(0) (0.58 g, 0.5 mmol) to a 2 L flask containing a solution of 6-iodo-imidazo[1,2-a]pyridine (6.16 g, 25.2 mmol), 2-(pyridin-2-yl)-5,6-dihydro-4H-pyrrolo[1,2-b]pyrazole-3-boronic acid (Preparation 5; 6.07 g, 26.5 mmol), and sodium bicarbonate (4.24 g, 50.5 mmol) in 2.5:1 acetonitrile:water (700 mL). Reflux the reaction mixture for 3 h, cool, concentrate to about one half of the volume, extract into dichloromethane (4×250 ml), and concentrate. Flash chroma... The reactants are C(C1=CC=CC=C1)OC1=C(C=C(C=C1)C#CCOC1OCCCC1)[N+](=O)[O-] (2-({3-[4-(benzyloxy)-3-nitrophenyl]prop-2-ynyl}oxy)tetrahydro-2H-pyran). The reagents and catalysts are [OH-].[OH-].[Pd+2] (Pd(OH)2/C). Solvent: C(C)O (ethanol). Run at temperature 50 celsius. The product is NC1=C(C=CC(=C1)CCCOC1OCCCC1)O (2-amino-4-[3-(tetrahydro-2H-pyran-2-yloxy)propyl]phenol). Yield: 45.3%. As a reaction SMILES: C([O:8][C:9]1[CH:14]=[CH:13][C:12]([C:15]#[C:16][CH2:17][O:18][CH:19]2[CH2:24][CH2:23][CH2:22][CH2:21][O:20]2)=[CH:11][C:10]=1[N+:25]([O-])=O)C1C=CC=CC=1>[OH-].[OH-].[Pd+2].C(O)C>[NH2:25][C:10]1[CH:11]=[C:12]([CH2:15][CH2:16][CH2:17][O:18][CH:19]2[CH2:24][CH2:23][CH2:22][CH2:21][O:20]2)[CH:13]=[CH:14][C:9]=1[OH:8] |f:1.2.3|. Reported procedure: A mixture of Example 68B (1.19 g, 3.25 mmol), 20% Pd(OH)2/C (100 mg), and ethanol (50 mL) were stirred, and heated at 50° C. for 2 hours under H2 atmosphere (60 psi). The solution was filtered, dried with silica gel powder (8 g), and purified by flash chromatography eluting with 30% ethyl acetate in hexanes (1 L) and then with 1% methanol in ethyl acetate (1 L) to give the title compound (0.37 g, 45%). MS (DCI) m/z 252.05 (M+H)+; 1H NMR (300 MHz, CD3OD) δ ppm 1.46–1.62 (m, 4 H) 1.70 (m, 1 H) 1.7... Starting materials: CCCCCC=C(c1ccc(C(=O)NCCC(=O)OC)cc1)c1ccc(-c2ccc(C(F)(F)F)cc2)cc1, CO, [Na+], [OH-]. Yields the product CCCCCC=C(c1ccc(C(=O)NCCC(=O)O)cc1)c1ccc(-c2ccc(C(F)(F)F)cc2)cc1. Reaction SMILES: [CH3:1][O:2][C:3]([CH2:4][CH2:5][NH:6][C:7]([c:8]1[cH:9][cH:10][c:11]([C:14](=[CH:15][CH2:16][CH2:17][CH2:18][CH2:19][CH3:20])[c:21]2[cH:22][cH:23][c:24](-[c:27]3[cH:28][cH:29][c:30]([C:33]([F:34])([F:35])[F:36])[cH:31][cH:32]3)[cH:25][cH:26]2)[cH:12][cH:13]1)=[O:37])=[O:38].[CH3:41][OH:42].[Na+:40].[OH-:39]>>[O:2]=[C:3]([CH2:4][CH2:5][NH:6][C:7]([c:8]1[cH:9][cH:10][c:11]([C:14](=[CH:15][CH2:16][CH2:17][CH2:18][CH2:19][CH3:20])[c:21]2[cH:22][cH:23][c:24](-[c:27]3[cH:28][cH:29][c:30]([C:33]([F:34])([F:35])[F:36])[cH:31][cH:32]3)[cH:25][cH:26]2)[cH:12][cH:13]1)=[O:37])[OH:38].